From a dataset of the Open Reaction Database (ORD), a public repository of structured organic reaction records. describe an organic reaction: reactants, conditions, products, and yield Reported procedure: A mixture of ethyl 7-(4-(azetidine-1-carbonyl)-1-methyl-1H-pyrazole-5-carboxamido)-[1,2,4]triazolo[1,5-a]pyridine-2-carboxylate (example 33, step d) (658 mg, 1.66 mmol) and lithium hydroxide hydrate (139 mg, 3.31 mmol) in methanol (20 ml) and water (5 ml) and tetrahydrofuran (10 ml) was stirred for 6 hours at 60° C. (soluble when heated). The mixture was neutralized using hydrochloric acid 2N (1.655 ml, 3.31 mmol) and the mixture was evaporated affording 7-{[4-(azetidine-1-carbonyl)-2-methyl-2H-... Conditions: temperature 60 celsius, time 6 hour. Yields the product N1(CCC1)C(=O)C1=C(N(N=C1)C)C(=O)NC1=CC=2N(C=C1)N=C(N2)C(=O)O (7-{[4-(azetidine-1-carbonyl)-2-methyl-2H-pyrazole-3-carbonyl]-amino}-[1,2,4]triazolo[1,5-a]pyridine-2-carboxylic acid). Solvent: CO (methanol), O (water), O1CCCC1 (tetrahydrofuran). Yield: 126.6%. Reactants: C(C)OC(=O)C1=NN2C(C=C(C=C2)NC(=O)C=2N(N=CC2C(=O)N2CCC2)C)=N1 (7-{[4-(azetidine-1-carbonyl)-2-methyl-2H-pyrazole-3-carbonyl]-amino}-[1,2,4]triazolo[1,5-a]pyridine-2-carboxylic acid ethyl ester), O.[OH-].[Li+] (lithium hydroxide hydrate), Cl (hydrochloric acid). As a reaction SMILES: C([O:3][C:4]([C:6]1[N:29]=[C:9]2[CH:10]=[C:11]([NH:14][C:15]([C:17]3[N:18]([CH3:28])[N:19]=[CH:20][C:21]=3[C:22]([N:24]3[CH2:27][CH2:26][CH2:25]3)=[O:23])=[O:16])[CH:12]=[CH:13][N:8]2[N:7]=1)=[O:5])C.O.[OH-].[Li+].Cl>CO.O.O1CCCC1>[N:24]1([C:22]([C:21]2[CH:20]=[N:19][N:18]([CH3:28])[C:17]=2[C:15]([NH:14][C:11]2[CH:12]=[CH:13][N:8]3[N:7]=[C:6]([C:4]([OH:5])=[O:3])[N:29]=[C:9]3[CH:10]=2)=[O:16])=[O:23])[CH2:27][CH2:26][CH2:25]1 |f:1.2.3|. Starting materials: BrC=1C(=C(C(=NC1)O)C)C (5-bromo-3,4-dimethylpyridin-2-ol), CC1=CC=C(C=C1)S(=O)(=O)OCCC(C)(C)O (3-hydroxy-3-methylbutyl 4-methylbenzenesulfonate). Yields the product BrC=1C(=C(C(=NC1)OCCC(C)(O)C)C)C (4-(5-bromo-3,4-dimethylpyridin-2-yl)oxy-2-methylbutan-2-ol). Yield: 49.1%. As a reaction SMILES: [Br:1][C:2]1[C:3]([CH3:10])=[C:4]([CH3:9])[C:5]([OH:8])=[N:6][CH:7]=1.CC1C=CC(S(O[CH2:22][CH2:23][C:24]([OH:27])([CH3:26])[CH3:25])(=O)=O)=CC=1>>[Br:1][C:2]1[C:3]([CH3:10])=[C:4]([CH3:9])[C:5]([O:8][CH2:22][CH2:23][C:24]([CH3:26])([OH:27])[CH3:25])=[N:6][CH:7]=1. Reported procedure: According to the method of (Example 36) <Step 1>, from 5-bromo-3,4-dimethylpyridin-2-ol (3.0 g) and 3-hydroxy-3-methylbutyl 4-methylbenzenesulfonate (4.2 g), the subject compound (2.1 g) was obtained as a white solid. Reaction SMILES: [CH3:1][O:2][C:3]([c:4]1[cH:5][n:6][c:7]([NH:10][C:11]([CH:12]([CH2:13][CH:14]2[CH2:15][CH2:16][CH2:17][CH2:18]2)[c:19]2[cH:20][cH:21][c:22]([S:25](=[O:26])(=[O:27])[CH3:28])[cH:23][cH:24]2)=[O:29])[cH:8][cH:9]1)=[O:30].[Li+:31].[O:33]1[CH2:34][CH2:35][CH2:36][CH2:37]1.[OH-:32]>>[O:2]=[C:3]([c:4]1[cH:5][n:6][c:7]([NH:10][C:11]([CH:12]([CH2:13][CH:14]2[CH2:15][CH2:16][CH2:17][CH2:18]2)[c:19]2[cH:20][cH:21][c:22]([S:25](=[O:26])(=[O:27])[CH3:28])[cH:23][cH:24]2)=[O:29])[cH:8][cH:9]1)[OH:30]. The reactants are COC(=O)c1ccc(NC(=O)C(CC2CCCC2)c2ccc(S(C)(=O)=O)cc2)nc1, [Li+], C1CCOC1, [OH-]. Yields the product CS(=O)(=O)c1ccc(C(CC2CCCC2)C(=O)Nc2ccc(C(=O)O)cn2)cc1.